From a dataset of the Open Reaction Database (ORD), a public repository of structured organic reaction records. describe an organic reaction: reactants, conditions, products, and yield Reactants: CN(C)C=O, CN1CCCC1=O, O=C(Cl)C(=O)Cl, O=C(O)c1cccc(OC(F)(F)F)c1, Nc1cccc(Oc2ccc3nc(NC(=O)C4CC4)cn3n2)c1, C1CCOC1. The product is O=C(Nc1cccc(Oc2ccc3nc(NC(=O)C4CC4)cn3n2)c1)c1cccc(OC(F)(F)F)c1. As a reaction SMILES: [CH3:21][N:22]([CH3:23])[CH:24]=[O:25].[CH3:49][N:50]1[CH2:51][CH2:52][CH2:53][C:54]1=[O:55].[Cl:15][C:16]([C:17]([Cl:18])=[O:19])=[O:20].[F:1][C:2]([O:3][c:4]1[cH:5][c:6]([C:7](=[O:8])[OH:9])[cH:10][cH:11][cH:12]1)([F:13])[F:14].[NH2:26][c:27]1[cH:28][c:29]([O:30][c:31]2[cH:32][cH:33][c:34]3[n:35]([n:36]2)[cH:37][c:38]([NH:40][C:41](=[O:42])[CH:43]2[CH2:44][CH2:45]2)[n:39]3)[cH:46][cH:47][cH:48]1.[O:56]1[CH2:57][CH2:58][CH2:59][CH2:60]1>>[F:1][C:2]([O:3][c:4]1[cH:5][c:6]([C:7](=[O:9])[NH:26][c:27]2[cH:28][c:29]([O:30][c:31]3[cH:32][cH:33][c:34]4[n:35]([n:36]3)[cH:37][c:38]([NH:40][C:41](=[O:42])[CH:43]3[CH2:44][CH2:45]3)[n:39]4)[cH:46][cH:47][cH:48]2)[cH:10][cH:11][cH:12]1)([F:13])[F:14]. RXN SMILES: [Cl:1][C:2]1[N:10]=[C:9]2[C:5]([NH:6][CH:7]=[N:8]2)=[C:4]([NH:11][C:12]2[CH:17]=[CH:16][C:15]([N+:18]([O-:20])=[O:19])=[CH:14][CH:13]=2)[N:3]=1.C(=O)([O-])[O-].[Cs+].[Cs+].[CH:27](I)([CH3:29])[CH3:28].O1CCOCC1>C(OCC)(=O)C.CN(C=O)C.O>[Cl:1][C:2]1[N:10]=[C:9]2[C:5]([N:6]=[CH:7][N:8]2[CH:27]([CH3:29])[CH3:28])=[C:4]([NH:11][C:12]2[CH:13]=[CH:14][C:15]([N+:18]([O-:20])=[O:19])=[CH:16][CH:17]=2)[N:3]=1 |f:1.2.3|. The product is ClC1=NC(=C2N=CN(C2=N1)C(C)C)NC1=CC=C(C=C1)[N+](=O)[O-] (2-Chloro-9-isopropyl-6-(4-nitro-phenyl-amino)-9H-purine). The reactants are ClC1=NC(=C2NC=NC2=N1)NC1=CC=C(C=C1)[N+](=O)[O-] (2-chloro-6-(4-nitro-phenyl-amino)-purine), C([O-])([O-])=O.[Cs+].[Cs+] (caesium carbonate), C(C)(C)I (isopropyl iodide), O1CCOCC1 (dioxane). Solvent: CN(C)C=O (DMF), O (water), mixture, C(C)(=O)OCC (ethyl acetate). Procedure: A mixture comprising 0.87 g (3 mmol) of 2-chloro-6-(4-nitro-phenyl-amino)-purine, 0.15 g (4.5 mmol) of caesium carbonate and 1.8 ml (18 mmol) of isopropyl iodide is stirred in 22 ml of a mixture comprising dioxane:water:DMF in a ratio of 2:1:4 at 100° C. for 48 h. Thereafter, the reaction mixture is diluted with ethyl acetate and the organic phase is washed with water and dried over sodium sulfate. After removal of the solvent, the residue is chromatographed over silica gel (mobile phase: CH2Cl2...